The task is: describe an organic reaction: reactants, conditions, products, and yield. This data is from the Open Reaction Database (ORD), a public repository of structured organic reaction records. Starting materials: CC1([C@@H]([C@@H]1\C=C(\C(OC)=O)/Br)C(=O)O)C ((1R,cis) 2,2-dimethyl-3(Z)-[2-bromo-3-oxo-3-methoxy-propenyl]-cyclopropane-1-carboxylic acid), C(#N)[C@H](C1=CC(=CC=C1)OC1=CC=CC=C1)O ((S)α-cyano-3-phenoxy-benzyl alcohol). Solvent: C(Cl)(Cl)Cl (chloroform). The product is CC1([C@@H]([C@@H]1\C=C(\C(OC)=O)/Br)C(=O)O[C@@H](C1=CC(=CC=C1)OC1=CC=CC=C1)C#N)C ((S)α-cyano-3-phenoxy-benzyl (1R,cis) 2,2-dimethyl-3(Z)-[2-bromo-3-oxo-3-methoxy-propenyl]-cyclopropane-1-carboxylate). As a reaction SMILES: [CH3:1][C:2]1([CH3:15])[C@@H:4](/[CH:5]=[C:6](\[Br:11])/[C:7](=[O:10])[O:8][CH3:9])[C@H:3]1[C:12]([OH:14])=[O:13].[C:16]([C@@H:18](O)[C:19]1[CH:24]=[CH:23][CH:22]=[C:21]([O:25][C:26]2[CH:31]=[CH:30][CH:29]=[CH:28][CH:27]=2)[CH:20]=1)#[N:17]>C(Cl)(Cl)Cl>[CH3:1][C:2]1([CH3:15])[C@@H:4](/[CH:5]=[C:6](\[Br:11])/[C:7](=[O:10])[O:8][CH3:9])[C@H:3]1[C:12]([O:14][C@H:18]([C:16]#[N:17])[C:19]1[CH:24]=[CH:23][CH:22]=[C:21]([O:25][C:26]2[CH:27]=[CH:28][CH:29]=[CH:30][CH:31]=2)[CH:20]=1)=[O:13]. Procedure details: Using the procedure of Example 1, the product of Step C and (S)α-cyano-3-phenoxy-benzyl alcohol were reacted to obtain (S)α-cyano-3-phenoxy-benzyl (1R,cis) 2,2-dimethyl-3(Z)-[2-bromo-3-oxo-3-methoxy-propenyl]-cyclopropane-1-carboxylate with a specific rotation of [α]D20 =+29.5°±2.5° (c=0.5% in chloroform). The reactants are O=P(Cl)(Cl)Cl (POCl3), CN(C)C=O (DMF), CC1=NN(C(=C1)O)C1=NC=CC=C1 (3-methyl-1-pyridin-2-yl-1H-pyrazol-5-ol). Reaction conditions: temperature 80 celsius, time 8 hour. The product is ClC1=C(C(=NN1C1=NC=CC=C1)C)C=O (5-Chloro-3-methyl-1-pyridin-2-yl-1H-pyrazole-4-carbaldehyde). Reaction SMILES: O=P(Cl)(Cl)[Cl:3].CN([CH:9]=[O:10])C.[CH3:11][C:12]1[CH:16]=[C:15](O)[N:14]([C:18]2[CH:23]=[CH:22][CH:21]=[CH:20][N:19]=2)[N:13]=1>>[Cl:3][C:15]1[N:14]([C:18]2[CH:23]=[CH:22][CH:21]=[CH:20][N:19]=2)[N:13]=[C:12]([CH3:11])[C:16]=1[CH:9]=[O:10]. Procedure: In a 1.0-liter egg plant-type flask, POCl3 (56 mL, 0.60 mL) was dropwise added to a DMF (17.4 mL, 0.23 mol) solution of 3-methyl-1-pyridin-2-yl-1H-pyrazol-5-ol with cooling with ice, and stirred overnight at 80° C. The reaction solution was poured onto crushed ice, and stirred at room temperature. The formed precipitate was filtered, and dried under reduced pressure to obtain the title compound as a pale brown solid. The reactants are 52, COCC1(CCN(CC1)CC1=CC=CC=C1)N(C(CC)=O)C1=CC=CC=C1 (N-[4-(methoxymethyl)-1-(phenylmethyl)-4-piperidinyl]-N-phenylpropanamide), [H][H] (hydrogen). Reagents/catalysts: [Pd] (palladium-on-charcoal). The solvent is C(C)(=O)O (acetic acid). The product is COCC1(CCNCC1)N(C(CC)=O)C1=CC=CC=C1 (N-[4-(methoxymethyl)-4-piperidinyl]-N-phenylpropanamide). As a reaction SMILES: [CH3:1][O:2][CH2:3][C:4]1([N:17]([C:22]2[CH:27]=[CH:26][CH:25]=[CH:24][CH:23]=2)[C:18](=[O:21])[CH2:19][CH3:20])[CH2:9][CH2:8][N:7](CC2C=CC=CC=2)[CH2:6][CH2:5]1.[H][H]>[Pd].C(O)(=O)C>[CH3:1][O:2][CH2:3][C:4]1([N:17]([C:22]2[CH:23]=[CH:24][CH:25]=[CH:26][CH:27]=2)[C:18](=[O:21])[CH2:19][CH3:20])[CH2:9][CH2:8][NH:7][CH2:6][CH2:5]1. Reported procedure: A mixture of 52 parts of N-[4-(methoxymethyl)-1-(phenylmethyl)-4-piperidinyl]-N-phenylpropanamide and 200 parts of acetic acid is hydrogenated at normal pressure and at room temperature with 3 parts of palladium-on-charcoal catalyst 10%. After the calculated amount of hydrogen is taken up, the catalyst is filtered off and the filtrate is evaporated. The residue is taken up in water, cooled and alkalized with ammonium hydroxide. The product is extracted with trichloromethane. The extract is washe... The reactants are COc1ccccc1C(=O)Cl, Cl, C1CCOC1, O, O=C(O)c1ccccc1S, c1ccncc1. Yields the product COc1ccccc1C(=O)Sc1ccccc1C(=O)O. Reaction SMILES: [CH3:17][O:18][c:19]1[c:20]([C:21](=[O:22])[Cl:23])[cH:24][cH:25][cH:26][cH:27]1.[ClH:34].[O:28]1[CH2:29][CH2:30][CH2:31][CH2:32]1.[OH2:33].[OH:1][C:2](=[O:3])[c:4]1[cH:5][cH:6][cH:7][cH:8][c:9]1[SH:10].[cH:11]1[cH:12][cH:13][n:14][cH:15][cH:16]1>>[OH:1][C:2](=[O:3])[c:4]1[cH:5][cH:6][cH:7][cH:8][c:9]1[S:10][C:21]([c:20]1[c:19]([O:18][CH3:17])[cH:27][cH:26][cH:25][cH:24]1)=[O:22]. The reactants are NC1=CC(=C(C(=C1)C(C)(C)C)O)C(C)(C)C (4-amino-2,6-di-t-butylphenol), C(#N)C1=CC=C(C(=O)O)C=C1 (4-cyanobenzoic acid). Product: C(#N)C1=CC=C(C(=O)NC2=CC(=C(C(=C2)C(C)(C)C)O)C(C)(C)C)C=C1 (4-cyano-N-(3',5'-di-t-butyl-4'-hydroxyphenyl)benzamide). Isolated yield 50.2%. As a reaction SMILES: [NH2:1][C:2]1[CH:7]=[C:6]([C:8]([CH3:11])([CH3:10])[CH3:9])[C:5]([OH:12])=[C:4]([C:13]([CH3:16])([CH3:15])[CH3:14])[CH:3]=1.[C:17]([C:19]1[CH:27]=[CH:26][C:22]([C:23](O)=[O:24])=[CH:21][CH:20]=1)#[N:18]>>[C:17]([C:19]1[CH:27]=[CH:26][C:22]([C:23]([NH:1][C:2]2[CH:3]=[C:4]([C:13]([CH3:16])([CH3:15])[CH3:14])[C:5]([OH:12])=[C:6]([C:8]([CH3:9])([CH3:10])[CH3:11])[CH:7]=2)=[O:24])=[CH:21][CH:20]=1)#[N:18]. Reported procedure: Using the method of Example 12, 3.4 g of 4-amino-2,6-di-t-butylphenol was reacted with 2.3 g of 4-cyanobenzoic acid to provide 2.7 g of 4-cyano-N-(3',5'-di-t-butyl-4'-hydroxyphenyl)benzamide. Isolated yield 30.2%. As a reaction SMILES: CC1=CC=C(N)N=C1.[C-]#[N+]C1CCCCC1.O=CC1=C2N=CC=CC2=CC=C1>>CC1=CN2C(C=C1)=NC(=C2NC1CCCCC1)C1=CC=CC2=CC=CN=C12. Product: Cc1ccc2nc(c3cccc4cccnc34)c(NC3CCCCC3)n2c1. The reagents and catalysts are O=C(O)C(F)(F)F (trifluoroacetic acid). Run at temperature 22 celsius, time 20 hour. The solvent is CC(C)O (isopropyl alcohol), CC(C)O (isopropylalcohol). Reactants: C(c1cccc2cccnc12)=O, CC1=CN=C(C=C1)N, [C-]#[N+]C1CCCCC1. Starting materials: NC1=C(C=CC=C1)NC(C1=CC=C(C=C1)CNC(C1=C(C(=C(C(=C1)OC)OC)Br)C)=O)=O (N-(2-aminophenyl)-4-((3-bromo-4,5-dimethoxy-2-methylbenzamido)methyl)-benzamide), C1(=CC=CC=C1)B(O)O (phenyl boronic acid). Product: NC1=C(C=CC=C1)NC(C1=CC=C(C=C1)CNC(C1=C(C(=C(C(=C1)OC)OC)C1=CC=CC=C1)C)=O)=O (N-(2-aminophenyl)-4-((2-methyl-3-phenyl-4,5-dimethoxy-benzamido)methyl)benzamide). The yield is 56.5%. As a reaction SMILES: [NH2:1][C:2]1[CH:7]=[CH:6][CH:5]=[CH:4][C:3]=1[NH:8][C:9](=[O:32])[C:10]1[CH:15]=[CH:14][C:13]([CH2:16][NH:17][C:18](=[O:31])[C:19]2[CH:24]=[C:23]([O:25][CH3:26])[C:22]([O:27][CH3:28])=[C:21](Br)[C:20]=2[CH3:30])=[CH:12][CH:11]=1.[C:33]1(B(O)O)[CH:38]=[CH:37][CH:36]=[CH:35][CH:34]=1>>[NH2:1][C:2]1[CH:7]=[CH:6][CH:5]=[CH:4][C:3]=1[NH:8][C:9](=[O:32])[C:10]1[CH:15]=[CH:14][C:13]([CH2:16][NH:17][C:18](=[O:31])[C:19]2[CH:24]=[C:23]([O:25][CH3:26])[C:22]([O:27][CH3:28])=[C:21]([C:33]3[CH:38]=[CH:37][CH:36]=[CH:35][CH:34]=3)[C:20]=2[CH3:30])=[CH:12][CH:11]=1. Procedure details: The procedure of Example 76 was repeated except for using N-(2-aminophenyl)-4-((3-bromo-4,5-dimethoxy-2-methylbenzamido)methyl)-benzamide (50 mg, 0.10 mmol) instead of the compound 1a, and phenyl boronic acid (18 mg, 0.15 mmol) to obtain the title compound (28 mg, 56%). The reactants are CN1C(OC(=N1)C1CCN(CC1)C1=CC=C(C=C1)/N=C/C=1OC(=CC1)[N+](=O)[O-])=O (3-Methyl-5-[1-(4-[(E)-1-(5-nitro-2-furyl)methylidene]aminophenyl)-4-piperidyl]-2,3-dihydro-1,3,4-oxadiazol-2-one), C(#N)[BH3-].[Na+] (sodiumcyanoborohydride), C([O-])(O)=O.[Na+] (sodium bi carbonate). Reagents/catalysts: CC(=O)O (CH3COOH). Solvent: CO (methanol). The product is CN1C(OC(=N1)C1CCN(CC1)C1=CC=C(C=C1)NCC=1OC(=CC1)[N+](=O)[O-])=O (3-Methyl-5-[1-(4-[(5-nitro-2-furyl)methyl]aminophenyl)-4-piperidyl]-2,3-dihydro-1,3,4-oxadiazol-2-one). Isolated yield 85.9%. As a reaction SMILES: [CH3:1][N:2]1[N:6]=[C:5]([CH:7]2[CH2:12][CH2:11][N:10]([C:13]3[CH:18]=[CH:17][C:16](/[N:19]=[CH:20]/[C:21]4[O:22][C:23]([N+:26]([O-:28])=[O:27])=[CH:24][CH:25]=4)=[CH:15][CH:14]=3)[CH2:9][CH2:8]2)[O:4][C:3]1=[O:29].C([BH3-])#N.[Na+].C(=O)(O)[O-].[Na+]>CC(O)=O.CO>[CH3:1][N:2]1[N:6]=[C:5]([CH:7]2[CH2:8][CH2:9][N:10]([C:13]3[CH:14]=[CH:15][C:16]([NH:19][CH2:20][C:21]4[O:22][C:23]([N+:26]([O-:28])=[O:27])=[CH:24][CH:25]=4)=[CH:17][CH:18]=3)[CH2:11][CH2:12]2)[O:4][C:3]1=[O:29] |f:1.2,3.4|. Procedure: 3-Methyl-5-[1-(4-[(E)-1-(5-nitro-2-furyl)methylidene]aminophenyl)-4-piperidyl]-2,3-dihydro-1,3,4-oxadiazol-2-one (9b, 0.40 g, 1 mmol) on reduction with sodiumcyanoborohydride (0.12 g, 2 mmol) in the presence of catalytic amount of CH3COOH (3 drops) in methanol at 0° C. for 12 h. After completion of the reaction as indicated by TLC, the reaction mixture is neutralized with sodium bi carbonate and extracted into chloroform. The crude product thus obtained was purified by column chromatography usin... Starting materials: O=C1C=2C=CC(=CC2CCC1)C(=O)OCC (ethyl 5-oxo-5,6,7,8-tetrahydro-2-naphthalenecarboxylate), N1=CC(=CC=C1)C=O (3-pyridinealdehyde), N1CCCCC1 (piperidine). Run in C(C)(=O)O (acetic acid). Conditions: temperature 100 celsius, time 4 hour. Product: N1=CC(=CC=C1)C=C1C(C=2C=CC(=CC2CC1)C(=O)OCC)=O (ethyl 6-(3-pyridylmethylidene)-5-oxo-5,6,7,8-tetrahydro-2-naphthalenecarboxylate). Isolated yield 79.5%. Reaction SMILES: [O:1]=[C:2]1[CH2:11][CH2:10][CH2:9][C:8]2[CH:7]=[C:6]([C:12]([O:14][CH2:15][CH3:16])=[O:13])[CH:5]=[CH:4][C:3]1=2.[N:17]1[CH:22]=[CH:21][CH:20]=[C:19]([CH:23]=O)[CH:18]=1.N1CCCCC1>C(O)(=O)C>[N:17]1[CH:22]=[CH:21][CH:20]=[C:19]([CH:23]=[C:11]2[CH2:10][CH2:9][C:8]3[CH:7]=[C:6]([C:12]([O:14][CH2:15][CH3:16])=[O:13])[CH:5]=[CH:4][C:3]=3[C:2]2=[O:1])[CH:18]=1. Procedure details: 5.0 g of ethyl 5-oxo-5,6,7,8-tetrahydro-2-naphthalenecarboxylate was mixed with 2.5 g of 3-pyridinealdehyde, 10 ml of acetic acid and 10 ml of piperidine and then the mixture was stirred at 100° C. for 4 hours. The reaction mixture was concentrated in vacuo and the residue was dissolved in ethyl acetate. 10% Hydrochloric acid was added to the solution. The aqueous layer was separated and neutralized by addition of sodium bicarbonate. The mixture was extracted with chloroform. The extract was was...